From a dataset of the Open Reaction Database (ORD), a public repository of structured organic reaction records. describe an organic reaction: reactants, conditions, products, and yield Reactants: Br, N, CCOCCC(C)=C(C)C(Cc1ccccc1)NCc1ccccc1. The product is CC1=C(C)C(Cc2ccccc2)N(Cc2ccccc2)CC1. As a reaction SMILES: [BrH:27].[NH3:26].[c:1]1([CH2:7][CH:8]([C:9](=[C:10]([CH2:11][CH2:12][O:13][CH2:14][CH3:15])[CH3:16])[CH3:17])[NH:18][CH2:19][c:20]2[cH:21][cH:22][cH:23][cH:24][cH:25]2)[cH:2][cH:3][cH:4][cH:5][cH:6]1>>[c:1]1([CH2:7][CH:8]2[C:9]([CH3:17])=[C:10]([CH3:16])[CH2:11][CH2:12][N:18]2[CH2:19][c:20]2[cH:21][cH:22][cH:23][cH:24][cH:25]2)[cH:2][cH:3][cH:4][cH:5][cH:6]1. The reactants are CC1OC2=C(C1)C=CC=C2NNC(=O)N(C)OC (1-(2,3-dihydro-2-methylbenzofuran-7-yl)-4-methoxy-4-methylsemicarbazide), C(=O)(Cl)Cl (phosgene). The solvent is C1=CC=CC=C1 (benzene). Reaction conditions: time 2 hour. Yields the product ClC(=O)N(NC(=O)N(C)OC)C1=CC=CC=2CC(OC21)C (1-(chlorocarbonyl)-1-(2,3-dihydro-2-methylbenzofuran-7-yl)-4-methoxy-4-methylsemicarbazide). RXN SMILES: [CH3:1][CH:2]1[CH2:6][C:5]2[CH:7]=[CH:8][CH:9]=[C:10]([NH:11][NH:12][C:13]([N:15]([O:17][CH3:18])[CH3:16])=[O:14])[C:4]=2[O:3]1.[C:19](Cl)([Cl:21])=[O:20]>C1C=CC=CC=1>[Cl:21][C:19]([N:11]([C:10]1[C:4]2[O:3][CH:2]([CH3:1])[CH2:6][C:5]=2[CH:7]=[CH:8][CH:9]=1)[NH:12][C:13]([N:15]([O:17][CH3:18])[CH3:16])=[O:14])=[O:20]. Procedure details: 3.0 g of 1E was added to a stirred solution of 75 ml of 12.5% phosgene in benzene. The resulting mixture was stirred for 2 hours at room temperature, then the solvent was evaporated to give 1-(chlorocarbonyl)-1-(2,3-dihydro-2-methylbenzofuran-7-yl)-4-methoxy-4-methylsemicarbazide (1F), as an amber syrup.